describe an organic reaction: reactants, conditions, products, and yield From a dataset of the Open Reaction Database (ORD), a public repository of structured organic reaction records. Starting materials: C1(=CC=C(C=C1)S(=O)(=O)CC(=O)OCC)C (ethyl α-(p-tolylsulfonyl)acetate), BrCCC(=C)C (4-bromo-2-methyl butene). Product: C(C)OC(C(CC=CC)S(=O)(=O)C1=CC=C(C=C1)C)=O (toluene-4-sulfonyl-hex-4-enoic acid ethyl ester). RXN SMILES: [C:1]1([CH3:16])[CH:6]=[CH:5][C:4]([S:7]([CH2:10][C:11]([O:13][CH2:14][CH3:15])=[O:12])(=[O:9])=[O:8])=[CH:3][CH:2]=1.Br[CH2:18][CH2:19][C:20](C)=[CH2:21]>>[CH2:14]([O:13][C:11](=[O:12])[CH:10]([S:7]([C:4]1[CH:3]=[CH:2][C:1]([CH3:16])=[CH:6][CH:5]=1)(=[O:9])=[O:8])[CH2:18][CH:19]=[CH:20][CH3:21])[CH3:15]. Reported procedure: 5-Methyl-2-(3-methyl-but-2-enyl)-2-(toluene-4-sulfonyl-hex-4-enoic acid ethyl ester was prepared according to general method as outlined in example 9. Starting from ethyl α-(p-tolylsulfonyl)acetate (2.9g, 10.9 mmol and 4-bromo-2-methyl butene (3.42g, 23 mmol). Yield 4.6g; tan oil; MS 379.2 (M+H)+. Starting materials: C1CCOC1, CCO, CC(C(=O)O)c1ccc(O)c([N+](=O)[O-])c1. Yields the product CC(C(=O)O)c1ccc(O)c(N)c1. As a reaction SMILES: [CH2:16]1[O:17][CH2:18][CH2:19][CH2:20]1.[CH3:21][CH2:22][OH:23].[OH:1][c:2]1[c:3]([N+:13]([O-:14])=[O:15])[cH:4][c:5]([CH:8]([C:9](=[O:10])[OH:11])[CH3:12])[cH:6][cH:7]1>>[OH:1][c:2]1[c:3]([NH2:13])[cH:4][c:5]([CH:8]([C:9](=[O:10])[OH:11])[CH3:12])[cH:6][cH:7]1. Reactants: Cn1nc(-c2ccc(N)cc2)c2cnc(S(C)(=O)=O)nc21, CCN(C(C)C)C(C)C, O=S(=O)(Cl)c1cccc(Cl)c1Cl, ClCCl. Yields the product Cn1nc(-c2ccc(NS(=O)(=O)c3cccc(Cl)c3Cl)cc2)c2cnc(S(C)(=O)=O)nc21. As a reaction SMILES: [CH3:13][S:14](=[O:15])(=[O:16])[c:17]1[n:18][cH:19][c:20]2[c:21]([n:22]1)[n:23]([CH3:33])[n:24][c:25]2-[c:26]1[cH:27][cH:28][c:29]([NH2:32])[cH:30][cH:31]1.[CH:34]([N:35]([CH2:36][CH3:37])[CH:38]([CH3:39])[CH3:40])([CH3:41])[CH3:42].[Cl:1][c:2]1[c:3]([S:9](=[O:10])(=[O:11])[Cl:12])[cH:4][cH:5][cH:6][c:7]1[Cl:8].[Cl:43][CH2:44][Cl:45]>>[Cl:1][c:2]1[c:3]([S:9](=[O:10])(=[O:11])[NH:32][c:29]2[cH:28][cH:27][c:26](-[c:25]3[c:20]4[cH:19][n:18][c:17]([S:14]([CH3:13])(=[O:15])=[O:16])[n:22][c:21]4[n:23]([CH3:33])[n:24]3)[cH:31][cH:30]2)[cH:4][cH:5][cH:6][c:7]1[Cl:8]. Starting materials: CC(/C=C/CC1COC(C(C1O)O)C(/C(=C/C(=O)OCCCCCCCC(=O)NC2=C3C(=CSS3)NC2=O)/C)O)C(C)O (thiomarinol), OOS(=O)[O-].[K+] (OXONE), saturated aqueous solution, C(O)([O-])=O.[Na+] (sodium hydrogencarbonate). Run in CC(=O)C (acetone), O (water), O (water). The product is C[C@H](/C=C/C[C@H]1CO[C@H]([C@@H]([C@@H]1O)O)[C@@H](/C(=C/C(=O)OCCCCCCCC(=O)NC2=C3C(=CS(=O)(=O)S3)NC2=O)/C)O)[C@H](C)O (thiomarinol B). Isolated yield 75.0%. RXN SMILES: [CH3:1][CH:2]([CH:41]([OH:43])[CH3:42])/[CH:3]=[CH:4]/[CH2:5][CH:6]1[CH:11]([OH:12])[CH:10]([OH:13])[CH:9]([CH:14]([OH:40])/[C:15](/[CH3:39])=[CH:16]/[C:17]([O:19][CH2:20][CH2:21][CH2:22][CH2:23][CH2:24][CH2:25][CH2:26][C:27]([NH:29][C:30]2[C:37](=[O:38])[NH:36][C:32]3=[CH:33]S[S:35][C:31]=23)=[O:28])=[O:18])[O:8][CH2:7]1.O[O:45][S:46]([O-:48])=O.[K+].C(=O)([O-])O.[Na+]>CC(C)=O.O>[CH3:1][C@@H:2]([C@@H:41]([OH:43])[CH3:42])/[CH:3]=[CH:4]/[CH2:5][C@@H:6]1[C@@H:11]([OH:12])[C@@H:10]([OH:13])[C@H:9]([C@H:14]([OH:40])/[C:15](/[CH3:39])=[CH:16]/[C:17]([O:19][CH2:20][CH2:21][CH2:22][CH2:23][CH2:24][CH2:25][CH2:26][C:27]([NH:29][C:30]2[C:37](=[O:38])[NH:36][C:32]3=[CH:33][S:46]([S:35][C:31]=23)(=[O:48])=[O:45])=[O:28])=[O:18])[O:8][CH2:7]1 |f:1.2,3.4|. Procedure details: 100.9 mg of thiomarinol (prepared as described in Example 6) were dissolved in a mixture of 5 ml of acetone and 5 ml of water, and then the resulting solution was ice-cooled. 112.2 mg of OXONE (a trade name for a product of Aldrich Chemical Co., Inc.) were added to the resulting solution, and then the mixture was stirred, whilst ice-cooling, for 40 minutes. At the end of this time, 1.2 ml of a saturated aqueous solution of sodium hydrogencarbonate were added to this mixture, and the mixture was ... The reactants are C(C)O (Ethanol), O (water), CC1(OCC(CO1)(C(=O)OCC)C(=O)OCC)C (2,2-Dimethyl-5,5-Dicarbethoxy-1,3-Dioxane), [Cl-].[Na+] (sodium chloride), O (water). Run in CS(=O)C (dimethyl sulfoxide). Reaction conditions: temperature 180 celsius. The product is CC1(OCC(CO1)C(=O)OCC)C (2,2-Dimethyl-5-Carbethoxy-1,3-Dioxane). Yield: 53.2%. RXN SMILES: [CH3:1][C:2]1([CH3:18])[O:7][CH2:6][C:5](C(OCC)=O)([C:8]([O:10][CH2:11][CH3:12])=[O:9])[CH2:4][O:3]1.[Cl-].[Na+].O.C(O)C>CS(C)=O>[CH3:1][C:2]1([CH3:18])[O:3][CH2:4][CH:5]([C:8]([O:10][CH2:11][CH3:12])=[O:9])[CH2:6][O:7]1 |f:1.2|. Procedure details: To a solution of the product of Example 2 (65 g) in dimethyl sulfoxide (65 g) is added sodium chloride (1 g). The mixture is stirred while warming at about 180° C., and water is added in small portions while maintaining the temperature between 170° and 180°. Ethanol and water are evolved and are removed by distillation until about 60 ml of liquid has been collected. The mixture is cooled, ether (200 ml) added, and the mixture partitioned with 3 portions of water (50 ml). The organic phase is dri... Reactants: [N+](=O)([O-])C=1C=C2NC(C(NC2=CC1Cl)=O)=O (6-nitro-7-chloro-1,4-dihydro-2,3-quinoxalinedione), [N+](=O)([O-])[O-].[K+] (KNO3), ice. Solvent: OS(=O)(=O)O (H2SO4). Reaction conditions: temperature 4 celsius, time 2 day. The product is [N+](=O)([O-])C1=C2NC(C(NC2=CC(=C1[N+](=O)[O-])Cl)=O)=O (5,6-Dinitro-7-chloro-1,4-dihydro-2,3-quinoxalinedione). Isolated yield 70.5%. Reaction SMILES: [N+:1]([C:4]1[CH:5]=[C:6]2[C:11](=[CH:12][C:13]=1[Cl:14])[NH:10][C:9](=[O:15])[C:8](=[O:16])[NH:7]2)([O-:3])=[O:2].[N+:17]([O-])([O-:19])=[O:18].[K+]>OS(O)(=O)=O>[N+:17]([C:5]1[C:4]([N+:1]([O-:3])=[O:2])=[C:13]([Cl:14])[CH:12]=[C:11]2[C:6]=1[NH:7][C:8](=[O:16])[C:9](=[O:15])[NH:10]2)([O-:19])=[O:18] |f:1.2|. Reported procedure: To a solution of 6-nitro-7-chloro-1,4-dihydro-2,3-quinoxalinedione (120 mg, 0.50 mmol) in concentrated H2SO4 (1.0 mL) was added KNO3 (61 mg, 0.60 mmol, Baker). The mixture was stirred at 4° C. for 2 days, then ice (2 g) was added. The precipitate was collected by filtration and the solid was dissolved in 1N NaOH (5 mL) and filtered. The filtrate was acidified to pH=2 with 4N HCl (~1.2 mL) to give a yellow precipitate, which was collected by filtration and was washed with water (2×1 mL), then was... Solvent: CN(C)C=O (DMF), O (water). Reaction SMILES: [Cl:1][C:2]1[CH:25]=[CH:24][C:5]([CH2:6][NH:7][C:8]([C:10]2[C:11](=[O:23])[C:12]3[S:19][C:18]([CH2:20]Cl)=[C:17]([CH3:22])[C:13]=3[N:14]([CH3:16])[CH:15]=2)=[O:9])=[CH:4][CH:3]=1.[OH:26][CH:27]([C:31]1[CH:36]=[CH:35][C:34]([NH:37][C:38](=[O:40])[CH3:39])=[CH:33][CH:32]=1)[CH2:28][NH:29][CH3:30].C(N(C(C)C)CC)(C)C>CN(C=O)C.O>[C:38]([NH:37][C:34]1[CH:35]=[CH:36][C:31]([CH:27]([OH:26])[CH2:28][N:29]([CH2:20][C:18]2[S:19][C:12]3[C:11](=[O:23])[C:10]([C:8]([NH:7][CH2:6][C:5]4[CH:4]=[CH:3][C:2]([Cl:1])=[CH:25][CH:24]=4)=[O:9])=[CH:15][N:14]([CH3:16])[C:13]=3[C:17]=2[CH3:22])[CH3:30])=[CH:32][CH:33]=1)(=[O:40])[CH3:39]. Isolated yield 78.7%. Yields the product C(C)(=O)NC1=CC=C(C=C1)C(CN(C)CC1=C(C=2N(C=C(C(C2S1)=O)C(=O)NCC1=CC=C(C=C1)Cl)C)C)O (2-{[(2-[4-(acetylamino)phenyl]-2-hydroxyethyl}(methyl)amino]methyl}-N-(4-chlorobenzyl)-3,4-dimethyl-7-oxo-4,7-dihydrothieno[3,2-b]pyridine-6-carboxamide). The reactants are ClC1=CC=C(CNC(=O)C=2C(C3=C(N(C2)C)C(=C(S3)CCl)C)=O)C=C1 (N-(4-chlorobenzyl)-2-(chloromethyl)-3,4-dimethyl-7-oxo-4,7-dihydrothieno[3,2-b]pyridine-6-carboxamide), OC(CNC)C1=CC=C(C=C1)NC(C)=O (N-{4-[1-hydroxy-2-(methylamino)ethyl]phenyl}acetamide), C(C)(C)N(CC)C(C)C (diisopropylethylamine). Procedure: A mixture of N-(4-chlorobenzyl)-2-(chloromethyl)-3,4-dimethyl-7-oxo-4,7-dihydrothieno[3,2-b]pyridine-6-carboxamide (50 mg, 0.13 mmol), N-{4-[1-hydroxy-2-(methylamino)ethyl]phenyl}acetamide (Preparation 56)(42 mg, 0.20 mmol) and diisopropylethylamine (35 μL, 0.20 mmol) in dry DMF (2.7 mL) was heated to 60° C., becoming a solution. The reaction was stirred for 7 hours at that temperature. After cooling to room temperature, the solution was diluted with water (7 mL). The resulting milky suspension ... Run at temperature 60 celsius, time 7 hour.